This data is from the Open Reaction Database (ORD), a public repository of structured organic reaction records. The task is: describe an organic reaction: reactants, conditions, products, and yield The reactants are C1(=CC=CC=C1)CCC(C(=O)O)C(=O)O (2-phenylethylmalonic acid), CNC (dimethylamine), C=O (formaldehyde). The solvent is O (water). Conditions: time 8 hour. Yields the product C=C(C(=O)O)CCC1=CC=CC=C1 (2-methylene4-phenylbutanoic acid). Reaction SMILES: [C:1]1([CH2:7][CH2:8][CH:9]([C:13](O)=O)[C:10]([OH:12])=[O:11])[CH:6]=[CH:5][CH:4]=[CH:3][CH:2]=1.CNC.C=O>O>[CH2:13]=[C:9]([CH2:8][CH2:7][C:1]1[CH:2]=[CH:3][CH:4]=[CH:5][CH:6]=1)[C:10]([OH:12])=[O:11]. Reported procedure: A mixture of 2-phenylethylmalonic acid (1.8 g), 40% aqueous dimethylamine (1.08 ml, 1 eq) and 37% aqueous formaldehyde (0.64 ml, 1 eq) in water (10 ml) was stirred at room temperature overnight. After cooling at 0° C. the solid was filtered off, washed with water and dried. The white solid was heated at 170° C. for 10 minutes and cooled to room temperature. The resulting gum was dissolved in ethyl acetate (20 ml), washed with 10% potassium hydrogen sulphate solution (10 ml), water (2×10 ml), sat...